From a dataset of the Open Reaction Database (ORD), a public repository of structured organic reaction records. describe an organic reaction: reactants, conditions, products, and yield The reactants are CCCO, C=CCOC(=O)C(C)(C)OC(=O)c1cc([N+](=O)[O-])ccc1Cl, [H][H], C1CCOC1. Yields the product C=CCOC(=O)C(C)(C)OC(=O)c1cc(N)ccc1Cl. Reaction SMILES: [CH2:30]([OH:31])[CH2:32][CH3:33].[Cl:1][c:2]1[c:3]([C:4](=[O:5])[O:6][C:7]([C:8](=[O:9])[O:10][CH2:11][CH:12]=[CH2:13])([CH3:14])[CH3:15])[cH:16][c:17]([N+:20]([O-:21])=[O:22])[cH:18][cH:19]1.[H:23][H:24].[O:25]1[CH2:26][CH2:27][CH2:28][CH2:29]1>>[Cl:1][c:2]1[c:3]([C:4](=[O:5])[O:6][C:7]([C:8](=[O:9])[O:10][CH2:11][CH:12]=[CH2:13])([CH3:14])[CH3:15])[cH:16][c:17]([NH2:20])[cH:18][cH:19]1. Starting materials: C(C)OC(C(CCCCCC(N1CC2=C(CC1)OC=C2)C2=C(C=CC=C2)Cl)(C)C)=O (8-(2-Chlorophenyl)-8-(6,7-dihydro-4H-furo[3,2-c]pyridin-5-yl)-2,2-dimethyloctanoic acid ethyl ester), C(C)O (ethanol), [OH-].[Na+] (sodium hydroxide). Solvent: O (water), O (water). Product: ClC1=C(C=CC=C1)C(CCCCCC(C(=O)O)(C)C)N1CC2=C(CC1)OC=C2 (8-(2-chlorophenyl)-8-(6,7-dihydro-4H-furo[3,2-c]pyridin-5-yl)-2,2-dimethyloctanoic acid). Isolated yield 53.4%. Reaction SMILES: C([O:3][C:4](=[O:30])[C:5]([CH3:29])([CH3:28])[CH2:6][CH2:7][CH2:8][CH2:9][CH2:10][CH:11]([C:21]1[CH:26]=[CH:25][CH:24]=[CH:23][C:22]=1[Cl:27])[N:12]1[CH2:17][CH2:16][C:15]2[O:18][CH:19]=[CH:20][C:14]=2[CH2:13]1)C.C(O)C.[OH-].[Na+]>O>[Cl:27][C:22]1[CH:23]=[CH:24][CH:25]=[CH:26][C:21]=1[CH:11]([N:12]1[CH2:17][CH2:16][C:15]2[O:18][CH:19]=[CH:20][C:14]=2[CH2:13]1)[CH2:10][CH2:9][CH2:8][CH2:7][CH2:6][C:5]([CH3:29])([CH3:28])[C:4]([OH:30])=[O:3] |f:2.3|. Procedure details: 8-(2-Chlorophenyl)-8-(6,7-dihydro-4H-furo[3,2-c]pyridin-5-yl)-2,2-dimethyloctanoic acid ethyl ester (0.5 g, 1.16 mmol) was added to a mixture of ethanol (20 mL) and sodium hydroxide (0.32 g, 8.0 mmol) in water (6.6 mL). The mixture was heated to reflux for 6.5 hours. Evaporated solvent under reduced pressure and water (20 mL) was added to the residue. The aqueous solution was washed with a mixture of ethyl acetate/heptane 1/10 (10 mL), and the extract was discarded. The aqueous fraction was acid... The reactants are compound, [Si](C1=CC=CC=C1)(C1=CC=CC=C1)(C(C)(C)C)OCC1=C(N=C(N1COCC[Si](C)(C)C)C(C)=O)C (1-[5-(tert-Butyldiphenylsilyloxymethyl)-4-methyl-1-(2-trimethylsilylethoxymethyl)-1H-imidazol-2-yl]ethanone), CCCC[N+](CCCC)(CCCC)CCCC.[F-] (TBAF). The solvent is C1CCOC1 (THF), O (water). Reaction conditions: time 1 hour. The product is OCC1=C(N=C(N1COCC[Si](C)(C)C)C(C)=O)C (1-[5-Hydroxymethyl-4-methyl-1-(2-trimethylsilylethoxymethyl)-1H-imidazol-2-yl]ethanone). RXN SMILES: [Si]([O:18][CH2:19][C:20]1[N:24]([CH2:25][O:26][CH2:27][CH2:28][Si:29]([CH3:32])([CH3:31])[CH3:30])[C:23]([C:33](=[O:35])[CH3:34])=[N:22][C:21]=1[CH3:36])(C(C)(C)C)(C1C=CC=CC=1)C1C=CC=CC=1.CCCC[N+](CCCC)(CCCC)CCCC.[F-]>C1COCC1.O>[OH:18][CH2:19][C:20]1[N:24]([CH2:25][O:26][CH2:27][CH2:28][Si:29]([CH3:30])([CH3:32])[CH3:31])[C:23]([C:33](=[O:35])[CH3:34])=[N:22][C:21]=1[CH3:36] |f:1.2|. Procedure details: The compound (1.85 g) obtained in (3) was dissolved in THF (20 mL), followed by addition of TBAF (1.0 M THF solution, 3.54 mL) under stirring, and the stirring was continued for 1 hour. The reaction solution was diluted with water, followed by extraction with ethyl acetate. The combined extract was washed with saturated brine, dried over anhydrous sodium sulfate, and subsequently the solvent was distilled off under reduced pressure. The resulting residue was purified by flash chromatography (eth... The reactants are CS(=O)(=O)OCCC=1OC2=C(C1)C=C(C=C2)C2=CC=C(C=C2)C#N (2-[5-(4-cyanophenyl)-1-benzofuran-2-yl]ethyl methanesulfonate), N1[C@@H](CO)CCC1 ((D)-prolinol). The product is OC[C@@H]1N(CCC1)CCC=1OC2=C(C1)C=C(C=C2)C2=CC=C(C#N)C=C2 (4-(2-{2-[(2R)-2-(hydroxymethyl)pyrrolidinyl]ethyl}-1-benzofuran-5-yl)benzonitrile). RXN SMILES: CS(O[CH2:6][CH2:7][C:8]1[O:9][C:10]2[CH:16]=[CH:15][C:14]([C:17]3[CH:22]=[CH:21][C:20]([C:23]#[N:24])=[CH:19][CH:18]=3)=[CH:13][C:11]=2[CH:12]=1)(=O)=O.[NH:25]1[CH2:31][CH2:30][CH2:29][C@@H:26]1[CH2:27][OH:28]>>[OH:28][CH2:27][C@H:26]1[CH2:29][CH2:30][CH2:31][N:25]1[CH2:6][CH2:7][C:8]1[O:9][C:10]2[CH:16]=[CH:15][C:14]([C:17]3[CH:22]=[CH:21][C:20]([C:23]#[N:24])=[CH:19][CH:18]=3)=[CH:13][C:11]=2[CH:12]=1. Procedure details: The product from Example 1C and (D)-prolinol were processed as described in Example 1D to provide the titled compound. 1H NMR (300 MHz, CD3OD) δ 7.87 (m, 1H), 7.82 (m, 4H), 7.58 (m, 2H), 6.80 (s, 1H), 3.95 (m, 2H), 3.72 (m, 2H), 3.58 (m, 1H), 3.35-3.4 (m, 4H), 1.95-2.3 (m, 4H); MS (DCI) m/z 347 (M+H)+; Starting materials: O=C(NCc1ccc(Br)nc1)c1cncc2c1cnn2-c1ccc(F)cc1, CS(=O)[O-], CS(C)=O, [Cl-], [Cu+2], O=S(=O)([O-])C(F)(F)F, O=S(=O)([O-])C(F)(F)F, [NH4+], [Na+]. Yields the product CS(=O)(=O)c1ccc(CNC(=O)c2cncc3c2cnn3-c2ccc(F)cc2)cn1. RXN SMILES: [Br:1][c:2]1[cH:3][cH:4][c:5]([CH2:8][NH:9][C:10](=[O:11])[c:12]2[c:13]3[c:14]([cH:15][n:16][cH:17]2)[n:18](-[c:21]2[cH:22][cH:23][c:24]([F:27])[cH:25][cH:26]2)[n:19][cH:20]3)[cH:6][n:7]1.[CH3:28][S:29](=[O:30])[O-:31].[CH3:33][S:34]([CH3:35])=[O:36].[Cl-:37].[Cu+2:47].[F:39][C:40]([F:41])([F:42])[S:43]([O-:44])(=[O:45])=[O:46].[F:48][C:49]([F:50])([F:51])[S:52]([O-:53])(=[O:54])=[O:55].[NH4+:38].[Na+:32]>>[c:2]1([S:29]([CH3:28])(=[O:30])=[O:31])[cH:3][cH:4][c:5]([CH2:8][NH:9][C:10](=[O:11])[c:12]2[c:13]3[c:14]([cH:15][n:16][cH:17]2)[n:18](-[c:21]2[cH:22][cH:23][c:24]([F:27])[cH:25][cH:26]2)[n:19][cH:20]3)[cH:6][n:7]1. Starting materials: ClC1=NC=CC=C1C1=C(C(=CN1S(=O)(=O)C1=CC(=CC=C1)C#N)CN(C(OC(C)(C)C)=O)C)F (tert-butyl ({5-(2-chloropyridin-3-yl)-1-[(3-cyanophenyl)sulfonyl]-4-fluoro-1H-pyrrol-3-yl}methyl)methylcarbamate), C(C)(=O)OCC.Cl (hydrogen chloride-ethyl acetate). Run in C(C)(=O)OCC (ethyl acetate), CC(C)O (2-propanol). Conditions: time 6 hour. The product is ClC1=NC=CC=C1C=1N(C=C(C1F)CNC)S(=O)(=O)C=1C=C(C#N)C=CC1 (3-({2-(2-chloropyridin-3-yl)-3-fluoro-4-[(methylamino)methyl]-1H-pyrrol-1-yl}sulfonyl)benzonitrile). The yield is 38.8%. As a reaction SMILES: [Cl:1][C:2]1[C:7]([C:8]2[N:12]([S:13]([C:16]3[CH:21]=[CH:20][CH:19]=[C:18]([C:22]#[N:23])[CH:17]=3)(=[O:15])=[O:14])[CH:11]=[C:10]([CH2:24][N:25](C)[C:26](=O)OC(C)(C)C)[C:9]=2[F:34])=[CH:6][CH:5]=[CH:4][N:3]=1.C(OCC)(=O)C.Cl>C(OCC)(=O)C.CC(O)C>[Cl:1][C:2]1[C:7]([C:8]2[N:12]([S:13]([C:16]3[CH:17]=[C:18]([CH:19]=[CH:20][CH:21]=3)[C:22]#[N:23])(=[O:14])=[O:15])[CH:11]=[C:10]([CH2:24][NH:25][CH3:26])[C:9]=2[F:34])=[CH:6][CH:5]=[CH:4][N:3]=1 |f:1.2|. Reported procedure: To a solution of tert-butyl ({5-(2-chloropyridin-3-yl)-1-[(3-cyanophenyl)sulfonyl]-4-fluoro-1H-pyrrol-3-yl}methyl)methylcarbamate (489 mg) in ethyl acetate (3 mL) and 2-propanol (2 mL) was added 4 mol/L hydrogen chloride-ethyl acetate solution (6 mL), and the mixture was stirred at room temperature for 6 hr. The reaction mixture was concentrated under reduced pressure, and the residue was diluted with saturated aqueous sodium hydrogen carbonate solution, and extracted with ethyl acetate. The sep... The reactants are COC1=C(C(=O)Cl)C(=CC=C1)OC (2,6-dimethoxybenzoyl chloride), initiator XX, COP(C1=CC=CC=C1)C1=CC=CC=C1 (methoxydiphenylphosphine). The solvent is C1(=CC=CC=C1)C (toluene). Reaction conditions: time 3 hour. Product: COC1=C(C(=O)P(C2=CC=CC=C2)(C2=CC=CC=C2)=O)C(=CC=C1)OC (2,6-Dimethoxybenzoyl-diphenylphosphine oxide). RXN SMILES: [CH3:1][O:2][C:3]1[CH:11]=[CH:10][CH:9]=[C:8]([O:12][CH3:13])[C:4]=1[C:5](Cl)=[O:6].C[O:15][P:16]([C:23]1[CH:28]=[CH:27][CH:26]=[CH:25][CH:24]=1)[C:17]1[CH:22]=[CH:21][CH:20]=[CH:19][CH:18]=1>C1(C)C=CC=CC=1>[CH3:1][O:2][C:3]1[CH:11]=[CH:10][CH:9]=[C:8]([O:12][CH3:13])[C:4]=1[C:5]([P:16](=[O:15])([C:23]1[CH:24]=[CH:25][CH:26]=[CH:27][CH:28]=1)[C:17]1[CH:22]=[CH:21][CH:20]=[CH:19][CH:18]=1)=[O:6]. Reported procedure: 20 parts of 2,6-dimethoxybenzoyl chloride are suspended in 20 parts by volume of toluene in the same apparatus as described for the preparation of initiator XX, and 21.6 parts of methoxydiphenylphosphine are added dropwise to this mixture at 50°-55° C., whilst stirring. Stirring is continued for 3 hours at 50° C. and the product is then recrystallized directly from toluene. 32 parts of yellowish crystals are obtained. Melting point: 124°-126° C. The reactants are O=C([O-])[O-], Cc1ccccc1, C1CCC(C2CCC(N3CCNCC3)CC2)CC1, ClCCl, [Cs+], [Cs+], COC(=O)c1ccc(-c2ccc(OS(=O)(=O)C(F)(F)F)cc2)cc1, CC(=O)[O-], CC(=O)[O-], O, [Pd+2], c1ccc(P(c2ccccc2)c2ccc3ccccc3c2-c2c(P(c3ccccc3)c3ccccc3)ccc3ccccc23)cc1. Product: COC(=O)c1ccc(-c2ccc(N3CCN(C4CCC(C5CCCCC5)CC4)CC3)cc2)cc1. Reaction SMILES: [C:1](=[O:2])([O-:3])[O-:4].[CH3:95][c:96]1[cH:97][cH:98][cH:99][cH:100][cH:101]1.[CH:77]1([CH:83]2[CH2:84][CH2:85][CH:86]([N:89]3[CH2:90][CH2:91][NH:92][CH2:93][CH2:94]3)[CH2:87][CH2:88]2)[CH2:78][CH2:79][CH2:80][CH2:81][CH2:82]1.[Cl:111][CH2:112][Cl:113].[Cs+:5].[Cs+:6].[F:53][C:54]([F:55])([F:56])[S:57]([O:58][c:59]1[cH:60][cH:61][c:62](-[c:65]2[cH:66][cH:67][c:68]([C:71](=[O:72])[O:73][CH3:74])[cH:69][cH:70]2)[cH:63][cH:64]1)(=[O:75])=[O:76].[O-:103][C:104]([CH3:105])=[O:106].[O-:107][C:108]([CH3:109])=[O:110].[OH2:114].[Pd+2:102].[c:7]1([P:8]([c:9]2[cH:10][cH:11][cH:12][cH:13][cH:14]2)[c:15]2[cH:16][cH:17][c:18]3[c:19]([cH:20][cH:21][cH:22][cH:23]3)[c:24]2-[c:25]2[c:26]3[c:27]([cH:28][cH:29][cH:30][cH:31]3)[cH:32][cH:33][c:34]2[P:35]([c:36]2[cH:37][cH:38][cH:39][cH:40][cH:41]2)[c:42]2[cH:43][cH:44][cH:45][cH:46][cH:47]2)[cH:48][cH:49][cH:50][cH:51][cH:52]1>>[c:59]1([N:92]2[CH2:91][CH2:90][N:89]([CH:86]3[CH2:85][CH2:84][CH:83]([CH:77]4[CH2:78][CH2:79][CH2:80][CH2:81][CH2:82]4)[CH2:88][CH2:87]3)[CH2:94][CH2:93]2)[cH:60][cH:61][c:62](-[c:65]2[cH:66][cH:67][c:68]([C:71](=[O:72])[O:73][CH3:74])[cH:69][cH:70]2)[cH:63][cH:64]1.